This data is from the Open Reaction Database (ORD), a public repository of structured organic reaction records. The task is: describe an organic reaction: reactants, conditions, products, and yield The product is COC(=O)C=1SC(=CC1N(C(=O)[C@@H]1CC[C@H](CC1)C)[C@@H]1CC[C@H](CC1)OC)C1CCC2(OCCO2)CC1 (5-(1,4-dioxa-spiro[4.5]dec-8-yl)-3-[(trans-4-methoxy-cyclohexyl)-(trans-4-methyl-cyclohexane-carbonyl)-amino]-thiophene-2-carboxylic acid methyl ester). Reaction SMILES: [CH3:1][O:2][C:3]([C:5]1[S:6][C:7]([CH:27]2[CH2:36][CH2:35][C:30]3([O:34][CH2:33][CH2:32][O:31]3)[CH2:29][CH2:28]2)=[CH:8][C:9]=1[N:10]([C@H:20]1[CH2:25][CH2:24][C@H:23]([OH:26])[CH2:22][CH2:21]1)[C:11]([C@H:13]1[CH2:18][CH2:17][C@H:16]([CH3:19])[CH2:15][CH2:14]1)=[O:12])=[O:4].[CH3:37]I.[H-].[Na+]>>[CH3:1][O:2][C:3]([C:5]1[S:6][C:7]([CH:27]2[CH2:36][CH2:35][C:30]3([O:34][CH2:33][CH2:32][O:31]3)[CH2:29][CH2:28]2)=[CH:8][C:9]=1[N:10]([C@H:20]1[CH2:21][CH2:22][C@H:23]([O:26][CH3:37])[CH2:24][CH2:25]1)[C:11]([C@H:13]1[CH2:14][CH2:15][C@H:16]([CH3:19])[CH2:17][CH2:18]1)=[O:12])=[O:4] |f:2.3|. Reported procedure: The product from step II (922 mg, 1.77 mmol) was treated with methyl iodide (2.21 mL, 35.48 mmol) and 60% oil suspension of sodium hydride (142 mg, 3.54 mmol) using procedure described in step I of example 4 to afford 1.143 g (100%) of crude 5-(1,4-dioxa-spiro[4.5]dec-8-yl)-3-[(trans-4-methoxy-cyclohexyl)-(trans-4-methyl-cyclohexane-carbonyl)-amino]-thiophene-2-carboxylic acid methyl ester. Yield: 121.0%. Reactants: COC(=O)C=1SC(=CC1N(C(=O)[C@@H]1CC[C@H](CC1)C)[C@@H]1CC[C@H](CC1)O)C1CCC2(OCCO2)CC1 (5-(1,4-dioxa-spiro[4.5]dec-8-yl)-3-[(trans-4-hydroxy-cyclohexyl)-(trans-4-methyl-cyclohexane-carbonyl)-amino]-thiophene-2-carboxylic acid methyl ester), CI (methyl iodide), oil, [H-].[Na+] (sodium hydride). The reactants are Cc1cccc(C)c1OC(=O)CCCNC(=O)OC(C)(C)C, ClCCl, Cl. The product is Cl, Cc1cccc(C)c1OC(=O)CCCN. RXN SMILES: [C:1]([O:2][C:3](=[O:4])[NH:8][CH2:9][CH2:10][CH2:11][C:12](=[O:13])[O:14][c:15]1[c:16]([CH3:22])[cH:17][cH:18][cH:19][c:20]1[CH3:21])([CH3:5])([CH3:6])[CH3:7].[Cl:24][CH2:25][Cl:26].[ClH:23]>>[ClH:23].[NH2:8][CH2:9][CH2:10][CH2:11][C:12](=[O:13])[O:14][c:15]1[c:16]([CH3:22])[cH:17][cH:18][cH:19][c:20]1[CH3:21]. Reaction conditions: temperature 40 celsius, time 5 hour. Procedure: Methyl 4-(9-benzyl-9H-purin-6-yl)-4-ethoxy-2-oxo-but-3-enoate (9) (100 mg, 0.20 mmole) obtained in above step was stirred at room in CH2Cl2 (20 mL) and treated with FeCl3.6H2O (0.125 g, 0.40 mmole). The reaction mixture was stirred at 40° C. for 5 h. Chloroform was distilled off and the resulting residue was treated with 1 N HCl (50 mL) for 1 h and then extracted with EtOAc (4×20 mL). The extract was dried over anhydrous sodium sulfate and the EtOAc distilled off to give a brownish residue which... Reactants: C(C1=CC=CC=C1)N1C2=NC=NC(=C2N=C1)C(=CC(C(=O)OC)=O)OCC (Methyl 4-(9-benzyl-9H-purin-6-yl)-4-ethoxy-2-oxo-but-3-enoate), FeCl3.6H2O. RXN SMILES: [CH2:1]([N:8]1[CH:16]=[N:15][C:14]2[C:9]1=[N:10][CH:11]=[N:12][C:13]=2[C:17]([O:25]CC)=[CH:18][C:19](=[O:24])[C:20]([O:22][CH3:23])=[O:21])[C:2]1[CH:7]=[CH:6][CH:5]=[CH:4][CH:3]=1>C(Cl)Cl>[CH2:1]([N:8]1[CH:16]=[N:15][C:14]2[C:9]1=[N:10][CH:11]=[N:12][C:13]=2[C:17](=[O:25])[CH:18]=[C:19]([OH:24])[C:20]([O:22][CH3:23])=[O:21])[C:2]1[CH:7]=[CH:6][CH:5]=[CH:4][CH:3]=1. Run in C(Cl)Cl (CH2Cl2). The product is C(C1=CC=CC=C1)N1C2=NC=NC(=C2N=C1)C(C=C(C(=O)OC)O)=O (Methyl 4-(9-benzyl-9H-purin-6-yl)-2-hydroxy-4-oxo-but-2-enoate).